This data is from the Open Reaction Database (ORD), a public repository of structured organic reaction records. The task is: describe an organic reaction: reactants, conditions, products, and yield Starting materials: C(CC(=O)OC)(=O)OC (dimethyl malonate), ethyl ether hexanes, ClC\C=C/CCl (cis-1,4-dichloro-2-butene), [H-].[Li+] (lithium hydride), [H][H] (hydrogen). The solvent is CN(C=O)C (dimethylformamide), O (water), ethyl ether hexanes. Run at temperature 0 celsius. Product: COC(=O)C1(CC=CC1)C(=O)OC (Methyl 1-(Methoxycarbonyl)cyclopent-3-enecarboxylate). Reaction SMILES: [C:1]([O:8][CH3:9])(=[O:7])[CH2:2][C:3]([O:5][CH3:6])=[O:4].[H-].[Li+].[H][H].Cl[CH2:15]/[CH:16]=[CH:17]\[CH2:18]Cl>O.CN(C)C=O>[CH3:6][O:5][C:3]([C:2]1([C:1]([O:8][CH3:9])=[O:7])[CH2:18][CH:17]=[CH:16][CH2:15]1)=[O:4] |f:1.2|. Procedure: The dimethyl diester 2 was prepared employing Deprés and Greene's procedure. To a flame dried round-bottomed flask was placed dimethyl malonate (ACROS, 99+%, 26.7 g, 23.1 mL, 200 mmol) and anhydrous dimethylformamide (DMF, 300 mL). The mixture was cooled to 0° C. under an atmosphere of nitrogen while stirring. To this solution was then added lithium hydride (ACROS, 98%, 4.06 g, 500 mmol) powder in one portion. The resulting mixture was allowed to stir at 0° C. until the evolution of hydrogen cea... Starting materials: ClC1=CC(=NC(=C1)C1=CC=C(C=C1)OC(C)C)C1=NC=CN=C1 (2-(4-chloro-6-(4-isopropoxyphenyl)pyridin-2-yl)pyrazine), Cl (HCl), O[C@@H]1C[C@@H]2N(C([C@H]([C@@H](CC(CC\C=C/[C@H]3[C@](NC2=O)(C3)C(NS(=O)(=O)C3(CC3)C)=O)C)C)NC(OC(C)(C)C)=O)=O)C1 (tert-butyl ((2R,6S,7R,13aS,14aR,16aS,Z)-2-hydroxy-7,9-dimethyl-14a-(((1-methylcyclopropyl)sulfonyl)carbamoyl)-5,16-dioxo-1,2,3,5,6,7,8,9,10,11,13a,14,14a,15,16,16a-hexadecahydrocyclopropa[e]pyrrolo[1,2-a][1,4]diazacyclopentadecin-6-yl)carbamate), CC(C)([O-])C.[K+] (potassium tert-butoxide). The solvent is CS(=O)C (DMSO). Reaction conditions: time 2 minute. Yields the product C(C)(C)OC1=CC=C(C=C1)C1=NC(=CC(=C1)O[C@@H]1C[C@@H]2N(C([C@H]([C@@H](CC(CC\C=C/[C@H]3[C@](NC2=O)(C3)C(NS(=O)(=O)C3(CC3)C)=O)C)C)NC(OC(C)(C)C)=O)=O)C1)C1=NC=CN=C1 (tert-butyl ((2R,6S,7R,13aS,14aR,16aS,Z)-2-((2-(4-isopropoxyphenyl)-6-(pyrazin-2-yl)pyridin-4-yl)oxy)-7,9-dimethyl-14a-(((1-methylcyclopropyl)sulfonyl)carbamoyl)-5,16-dioxo-1,2,3,5,6,7,8,9,10,11,13a,14,14a,15,16,16a-hexadecahydrocyclopropa[e]pyrrolo[1,2-a][1,4]diazacyclopentadecin-6-yl)carbamate). Reaction SMILES: Cl[C:2]1[CH:7]=[C:6]([C:8]2[CH:13]=[CH:12][C:11]([O:14][CH:15]([CH3:17])[CH3:16])=[CH:10][CH:9]=2)[N:5]=[C:4]([C:18]2[CH:23]=[N:22][CH:21]=[CH:20][N:19]=2)[CH:3]=1.[OH:24][C@H:25]1[CH2:65][N:28]2[C:29](=[O:64])[C@@H:30]([NH:56][C:57](=[O:63])[O:58][C:59]([CH3:62])([CH3:61])[CH3:60])[C@H:31]([CH3:55])[CH2:32][CH:33]([CH3:54])[CH2:34][CH2:35][CH:36]=[CH:37][C@@H:38]3[CH2:43][C@@:39]3([C:44](=[O:53])[NH:45][S:46]([C:49]3([CH3:52])[CH2:51][CH2:50]3)(=[O:48])=[O:47])[NH:40][C:41](=[O:42])[C@@H:27]2[CH2:26]1.CC(C)([O-])C.[K+].Cl>CS(C)=O>[CH:15]([O:14][C:11]1[CH:12]=[CH:13][C:8]([C:6]2[CH:7]=[C:2]([O:24][C@H:25]3[CH2:65][N:28]4[C:29](=[O:64])[C@@H:30]([NH:56][C:57](=[O:63])[O:58][C:59]([CH3:62])([CH3:61])[CH3:60])[C@H:31]([CH3:55])[CH2:32][CH:33]([CH3:54])[CH2:34][CH2:35][CH:36]=[CH:37][C@@H:38]5[CH2:43][C@@:39]5([C:44](=[O:53])[NH:45][S:46]([C:49]5([CH3:52])[CH2:51][CH2:50]5)(=[O:47])=[O:48])[NH:40][C:41](=[O:42])[C@@H:27]4[CH2:26]3)[CH:3]=[C:4]([C:18]3[CH:23]=[N:22][CH:21]=[CH:20][N:19]=3)[N:5]=2)=[CH:9][CH:10]=1)([CH3:17])[CH3:16] |f:2.3|. Reported procedure: To a dry 2 dram vial equipped with a stir bar and charged with 2-(4-chloro-6-(4-isopropoxyphenyl)pyridin-2-yl)pyrazine (37 mg, 0.11 mmol) was added tert-butyl ((2R,6S,7R,13aS,14aR,16aS,Z)-2-hydroxy-7,9-dimethyl-14a-(((1-methylcyclopropyl)sulfonyl)carbamoyl)-5,16-dioxo-1,2,3,5,6,7,8,9,10,11,13a,14,14a,15,16,16a-hexadecahydrocyclopropa[e]pyrrolo[1,2-a][1,4]diazacyclopentadecin-6-yl)carbamate (46 mg, 0.076 mmol). To the vial was added DMSO (1.25 mL). The mixture was stirred for 2 minutes to afford ... As a reaction SMILES: [OH:1][C:2]1[CH:7]=[CH:6][C:5]([CH2:8][CH2:9][OH:10])=[CH:4][CH:3]=1.[H-].[Na+].COCCl.[CH2:17](Br)[C:18]1[CH:23]=[CH:22][CH:21]=[CH:20][CH:19]=1>O1CCCC1>[CH2:17]([O:10][CH2:9][CH2:8][C:5]1[CH:6]=[CH:7][C:2]([OH:1])=[CH:3][CH:4]=1)[C:18]1[CH:23]=[CH:22][CH:21]=[CH:20][CH:19]=1 |f:1.2|. Run at time 1 hour. The product is C(C1=CC=CC=C1)OCCC1=CC=C(C=C1)O (4-(2-benzyloxyethyl)phenol). Reported procedure: To a stirred solution of 2-(4-hydroxyphenyl)ethanol (1.4 g) in tetrahydrofuran (30 ml) was added 60% sodium hydride in mineral oil (405 mg) under ice-cooling, and the mixture was stirred for 1 hour at room temperature. To the stirred reaction mixture was added chloromethyl methyl ether (770 μl) under ice-cooling, and the resulting mixture was stirred for 16 hours at room temperature. Additionally, to the stirred reaction mixture was added 60% sodium hydride in mineral oil (405 mg) under ice-cool... Starting materials: ice water, OC1=CC=C(C=C1)CCO (2-(4-hydroxyphenyl)ethanol), [H-].[Na+] (sodium hydride), oil, COCCl (chloromethyl methyl ether), C(C1=CC=CC=C1)Br (benzyl bromide), [H-].[Na+] (sodium hydride), oil. Run in O1CCCC1 (tetrahydrofuran). Starting materials: C1(CCCCC1)CNC=1SC2=C(N1)C=CC(=C2)OC2=CC(=NC=C2)CO ((4-(2-(cyclohexylmethylamino)benzo[d]thiazol-6-yloxy)pyridin-2-yl)methanol), CC(=O)OI1(C=2C=CC=CC2C(=O)O1)(OC(=O)C)OC(=O)C (Dess-Martin Periodinane). Solvent: C1CCOC1 (THF), C(Cl)Cl (DCM), C(C)(=O)OCC (ethyl acetate). Reaction conditions: time 30 minute. The product is C1(CCCCC1)CNC=1SC2=C(N1)C=CC(=C2)OC2=CC(=NC=C2)C=O (4-(2-(cyclohexylmethylamino)benzo[d]thiazol-6-yloxy)picolinaldehyde). Isolated yield 97.4%. Reaction SMILES: [CH:1]1([CH2:7][NH:8][C:9]2[S:10][C:11]3[CH:17]=[C:16]([O:18][C:19]4[CH:24]=[CH:23][N:22]=[C:21]([CH2:25][OH:26])[CH:20]=4)[CH:15]=[CH:14][C:12]=3[N:13]=2)[CH2:6][CH2:5][CH2:4][CH2:3][CH2:2]1.CC(OI1(OC(C)=O)(OC(C)=O)OC(=O)C2C=CC=CC1=2)=O>C1COCC1.C(Cl)Cl.C(OCC)(=O)C>[CH:1]1([CH2:7][NH:8][C:9]2[S:10][C:11]3[CH:17]=[C:16]([O:18][C:19]4[CH:24]=[CH:23][N:22]=[C:21]([CH:25]=[O:26])[CH:20]=4)[CH:15]=[CH:14][C:12]=3[N:13]=2)[CH2:2][CH2:3][CH2:4][CH2:5][CH2:6]1. Procedure details: To the solution of (4-(2-(cyclohexylmethylamino)benzo[d]thiazol-6-yloxy)pyridin-2-yl)methanol (30 mg, 0.081 mmol) in 2 ml of THF and 2 ml of DCM was added Dess-Martin Periodinane (38 mg, 0.089 mmol). The reaction mixture was stirred at room temperature for 30 minutes. The crude reaction mixture diluted with ethyl acetate (60 ml), washed with saturated sodium bicarbonate (2×15 ml), brine (1×15 ml), dried with Na2SO4, filter and concentrated in vacuo to give 4-(2-(cyclohexylmethylamino)benzo[d]thi... The reactants are ClC=1C=C(C=CC1F)NC1=C(C=NC2=CC(=C(C=C12)NC(C=CCBr)=O)OC)C#N (4-bromo-but-2-enoic acid[4-(3-chloro-4-fluoro-phenylamino)-3-cyano-7-methoxy-quinolin-6-yl]-amide), S1CNCC1 (thiazolidine). Solvent: CN(C=O)C (dimethylformamide), C([O-])(O)=O.[Na+] (sodium bicarbonate). Reaction conditions: time 19.5 hour. Product: ClC=1C=C(C=CC1F)NC1=C(C=NC2=CC(=C(C=C12)NC(C=CCN1CSCC1)=O)OC)C#N (4-Thiazolidin-3-yl-but-2-enoic Acid[4-(3-chloro-4-fluoro-phenylamino)-3-cyano-7-methoxy-quinolin-6-yl]-amide). Yield: 37.6%. RXN SMILES: [Cl:1][C:2]1[CH:3]=[C:4]([NH:9][C:10]2[C:19]3[C:14](=[CH:15][C:16]([O:27][CH3:28])=[C:17]([NH:20][C:21](=[O:26])[CH:22]=[CH:23][CH2:24]Br)[CH:18]=3)[N:13]=[CH:12][C:11]=2[C:29]#[N:30])[CH:5]=[CH:6][C:7]=1[F:8].[S:31]1[CH2:35][CH2:34][NH:33][CH2:32]1>CN(C)C=O.C(=O)(O)[O-].[Na+]>[Cl:1][C:2]1[CH:3]=[C:4]([NH:9][C:10]2[C:19]3[C:14](=[CH:15][C:16]([O:27][CH3:28])=[C:17]([NH:20][C:21](=[O:26])[CH:22]=[CH:23][CH2:24][N:33]4[CH2:34][CH2:35][S:31][CH2:32]4)[CH:18]=3)[N:13]=[CH:12][C:11]=2[C:29]#[N:30])[CH:5]=[CH:6][C:7]=1[F:8] |f:3.4|. Reported procedure: A mixture of 250 mg (0.51 mmol) of 4-bromo-but-2-enoic acid[4-(3-chloro-4-fluoro-phenylamino)-3-cyano-7-methoxy-quinolin-6-yl]-amide, and 80 μL (1.02 mmol) of thiazolidine in 2.25 ml dimethylformamide was stirred at room temperature for 19.5 hr. After the mixture was cooled, the suspension was diluted with saturated sodium bicarbonate solution and extracted with ethyl acetate. The extracts were evaporated to an oil and purified by preparative TLC to yield 95.6 mg (38%) yellow solid: mp 135-138° ... Starting materials: C(N)(=O)C1C2=CC=CC=C2C=2C=CC=CC12 (9-carbamoylfluorene), C(C=C)#N (acrylonitrile), O1CCOCC1 (dioxane), [OH-].C(C1=CC=CC=C1)[N+](C)(C)C (benzyltrimethylammonium hydroxide). Solvent: CO (methanol). Run at temperature 70 celsius, time 1 hour. Yields the product C(N)(=O)C1(C2=CC=CC=C2C=2C=CC=CC12)CCC#N (9-Carbamoyl-9-(2-cyanoethyl)fluorene). As a reaction SMILES: [C:1]([CH:4]1[C:16]2[CH:15]=[CH:14][CH:13]=[CH:12][C:11]=2[C:10]2[C:5]1=[CH:6][CH:7]=[CH:8][CH:9]=2)(=[O:3])[NH2:2].O1CCOCC1.[OH-].[CH2:24]([N+:31](C)(C)C)[C:25]1C=CC=C[CH:26]=1.C(#N)C=C>CO>[C:1]([C:4]1([CH2:26][CH2:25][C:24]#[N:31])[C:16]2[CH:15]=[CH:14][CH:13]=[CH:12][C:11]=2[C:10]2[C:5]1=[CH:6][CH:7]=[CH:8][CH:9]=2)(=[O:3])[NH2:2] |f:2.3|. Procedure details: A 4.2 g. portion of 9-carbamoylfluorene was dissolved in 300 ml. of dioxane at 45° C. To the solution was added 0.4 ml. of Triton B (40% benzyltrimethylammonium hydroxide in methanol) and 1.1 g. of acrylonitrile. The reaction mixture was stirred at 70° C. for one hour and was then allowed to cool to ambient temperature and stand overnight. The dioxane was removed under vacuum, and the remaining oil was taken up in ethyl acetate/water. The layers were separated, and the organic layer was washed t...